This data is from the Open Reaction Database (ORD), a public repository of structured organic reaction records. The task is: describe an organic reaction: reactants, conditions, products, and yield As a reaction SMILES: [Br:1][c:2]1[c:3]([CH2:4][O:5][CH2:6][CH2:7][O:8][CH2:9][CH2:10][OH:11])[cH:12][cH:13][cH:14][cH:15]1.[Br:23][c:24]1[cH:25][cH:26][cH:27][cH:28][c:29]1[CH2:30][Br:31].[CH2:18]([OH:19])[CH2:22][CH2:20][OH:21].[CH2:32]1[O:33][CH2:34][CH2:35][CH2:36]1.[CH2:38]([N+:39]([CH2:40][CH2:41][CH2:42][CH3:43])([CH2:44][CH2:45][CH2:46][CH3:47])[CH2:48][CH2:49][CH2:50][CH3:51])[CH2:52][CH2:53][CH3:54].[H-:17].[I-:37].[Na+:16]>>[Br:1][c:2]1[c:3]([CH2:4][O:5][CH2:6][CH2:7][CH2:20][OH:21])[cH:12][cH:13][cH:14][cH:15]1. Product: OCCCOCc1ccccc1Br. Reactants: OCCOCCOCc1ccccc1Br, BrCc1ccccc1Br, OCCCO, C1CCOC1, CCCC[N+](CCCC)(CCCC)CCCC, [H-], [I-], [Na+]. The reactants are S1C(=CC=C1)C1=CC=C(C=C1)[N+](=O)[O-] (1-(2-thienyl)-4-nitrobenzene), CCCCCC (hexane), O.NN (hydrazine hydrate). Reagents/catalysts: [Pt] (platinum). Solvent: C(C)O (ethanol). The product is S1C(=CC=C1)C1=CC=C(C=C1)N (1-(2-thienyl)-4-aminobenzene). Yield: 98.0%. RXN SMILES: [S:1]1[CH:5]=[CH:4][CH:3]=[C:2]1[C:6]1[CH:11]=[CH:10][C:9]([N+:12]([O-])=O)=[CH:8][CH:7]=1.O.NN.CCCCCC>C(O)C.[Pt]>[S:1]1[CH:5]=[CH:4][CH:3]=[C:2]1[C:6]1[CH:11]=[CH:10][C:9]([NH2:12])=[CH:8][CH:7]=1 |f:1.2|. Reported procedure: A solution of 1-(2-thienyl)-4-nitrobenzene (1.65 g, 8.05 mmol) in 95% ethanol (210 mL) containing platinum on sulfide carbon (50 mg) was added hydrazine hydrate (0.5 mL). The mixture was refluxed for 2 hours. After cooling, the mixture was filtered and the solvent was evaporated to give a solid. Addition of hexane followed by filtration gave pure 1-(2-thienyl)-4-aminobenzene, yield=98%, 70-72° C. IR (KBr, in cm-1) 3440, 3344, 3098, 1620, 1500, 1281, 1183 and 813. 1H NMR (CDCl3 ; δ in ppm): 3.978... Reactants: Cl.NCC(=O)OCC (ethyl glycinate hydrochloride), ClC1=NC=CC=C1C(=O)C1=C(CCC1)N1CCCC1 ((2-chloro-3-pyridinyl)-[2-(1-pyrrolidinyl)-1-cyclopenten-1-yl]methanone), C(C)(C)(C)O (t-butyl alcohol). Solvent: C(C)N(CC)CC (triethylamine). Product: ClC1=NC=CC=C1C(=O)C1=C(CCC1)NCC(=O)OCC ((2-chloro-3-pyridinyl)[2-(1-ethoxycarbonylmethanaminyl)-1-cyclopenten-1-yl]methanone). As a reaction SMILES: Cl.[NH2:2][CH2:3][C:4]([O:6][CH2:7][CH3:8])=[O:5].[Cl:9][C:10]1[C:15]([C:16]([C:18]2[CH2:22][CH2:21][CH2:20][C:19]=2N2CCCC2)=[O:17])=[CH:14][CH:13]=[CH:12][N:11]=1.C(O)(C)(C)C>C(N(CC)CC)C>[Cl:9][C:10]1[C:15]([C:16]([C:18]2[CH2:22][CH2:21][CH2:20][C:19]=2[NH:2][CH2:3][C:4]([O:6][CH2:7][CH3:8])=[O:5])=[O:17])=[CH:14][CH:13]=[CH:12][N:11]=1 |f:0.1|. Procedure: Add equimolar amounts of ethyl glycinate hydrochloride, triethylamine, and (2-chloro-3-pyridinyl)-[2-(1-pyrrolidinyl)-1-cyclopenten-1-yl]methanone to t-butyl alcohol (170 ml per 0.020 mole of amine). Reflux the resulting mixture for 34 hrs, monitoring the reaction by thin-layer chromatography as needed. Cool the reaction mixture, and evaporate solvent. Wash a CHCl3 solution of the residue with water and with saturated aqueous NaCl solution. After drying the organic solution, evaporate the solven... Reactants: oil, intermediate E, BrC=1C=CC=2N(C1)C(=CN2)I (6-bromo-3-iodoimidazo[1,2-a]pyridine), COC1=CC=C(C=C1)B(O)O (4-methoxy-phenylboronic acid). The product is BrC=1C=CC=2N(C1)C(=CN2)C2=CC=C(C=C2)OC (6-Bromo-3-(4-methoxy-phenyl)-imidazo[1,2-a]pyridine). RXN SMILES: [Br:1][C:2]1[CH:3]=[CH:4][C:5]2[N:6]([C:8](I)=[CH:9][N:10]=2)[CH:7]=1.[CH3:12][O:13][C:14]1[CH:19]=[CH:18][C:17](B(O)O)=[CH:16][CH:15]=1>>[Br:1][C:2]1[CH:3]=[CH:4][C:5]2[N:6]([C:8]([C:17]3[CH:18]=[CH:19][C:14]([O:13][CH3:12])=[CH:15][CH:16]=3)=[CH:9][N:10]=2)[CH:7]=1. Reported procedure: The title compound, brown oil (0.47 g, 72%), MS (ISP) m/z=303.4 [(M+H)+], was prepared in accordance with the general method of intermediate E from commercially available 6-bromo-3-iodoimidazo[1,2-a]pyridine (0.7 g, 2.17 mmol) and commercially available 4-methoxy-phenylboronic acid (0.36 g, 2.38 mmol).